This data is from the Open Reaction Database (ORD), a public repository of structured organic reaction records. The task is: describe an organic reaction: reactants, conditions, products, and yield Reactants: CNC(=O)C=1C=CC2=C(SC(=C2)C2=NC(=NC=C2C)Cl)C1 (2-(2-chloro-5-methylpyrimidin-4-yl)-benzo[b]thiophene-6-carboxylic acid methylamide), C(C)(C)(C)OC(=O)N1CCN(CC1)CCCN (4-(3-aminopropyl)-piperazine-1-carboxylic acid tert-butyl ester), C(C)(C)N(CC)C(C)C (diisopropylethylamine). Run in O1CCOCC1 (1,4-dioxane). Run at temperature 95 celsius. Product: C(C)(C)(C)OC(=O)N1CCN(CC1)CCCNC1=NC=C(C(=N1)C1=CC2=C(S1)C=C(C=C2)C(NC)=O)C (4-{3-[5-methyl-4-(6-methylcarbamoyl-benzo[b]thiophen-2-yl)-pyrimidin-2-ylamino]-propyl}-piperazine-1-carboxylic acid tert-butyl ester). Isolated yield 43.9%. Reaction SMILES: [CH3:1][NH:2][C:3]([C:5]1[CH:6]=[CH:7][C:8]2[CH:12]=[C:11]([C:13]3[C:18]([CH3:19])=[CH:17][N:16]=[C:15](Cl)[N:14]=3)[S:10][C:9]=2[CH:21]=1)=[O:4].[C:22]([O:26][C:27]([N:29]1[CH2:34][CH2:33][N:32]([CH2:35][CH2:36][CH2:37][NH2:38])[CH2:31][CH2:30]1)=[O:28])([CH3:25])([CH3:24])[CH3:23].C(N(C(C)C)CC)(C)C>O1CCOCC1>[C:22]([O:26][C:27]([N:29]1[CH2:30][CH2:31][N:32]([CH2:35][CH2:36][CH2:37][NH:38][C:15]2[N:14]=[C:13]([C:11]3[S:10][C:9]4[CH:21]=[C:5]([C:3](=[O:4])[NH:2][CH3:1])[CH:6]=[CH:7][C:8]=4[CH:12]=3)[C:18]([CH3:19])=[CH:17][N:16]=2)[CH2:33][CH2:34]1)=[O:28])([CH3:25])([CH3:24])[CH3:23]. Reported procedure: A mixture of 2-(2-chloro-5-methylpyrimidin-4-yl)-benzo[b]thiophene-6-carboxylic acid methylamide (263 mg, 0.830 mmol), 4-(3-aminopropyl)-piperazine-1-carboxylic acid tert-butyl ester (358 mg, 1.47 mmol) and diisopropylethylamine (0.44 mL) in 1,4-dioxane (10 mL) is heated at 95° C. for 20 hours. The solvent is removed after cooling and the residue is subjected to chromatography on silica gel, eluting with 2.0 M NH3/MeOH in dichloromethane 0-10%, to give 4-{3-[5-methyl-4-(6-methylcarbamoyl-benzo[b... Starting materials: ClC1=NC(=NC(=C1C#N)Cl)NCCO (4,6-dichloro-2-(2-hydroxy-ethylamino)-pyrimidine-5-carbonitrile), C1(=CC=CC=C1)N1CCNCC1 (1-phenyl-piperazine), C(C)N(C(C)C)C(C)C (N-ethyl-diisopropylamine). Solvent: O1CCOCC1 (dioxane). Yields the product ClC1=NC(=NC(=C1C#N)N1CCN(CC1)C1=CC=CC=C1)NCCO (4-chloro-2-(2-hydroxy-ethylamino)-6-(4-phenyl-piperazin-1-yl)-pyrimidine-5-carbonitrile). Reaction SMILES: Cl[C:2]1[C:7]([C:8]#[N:9])=[C:6]([Cl:10])[N:5]=[C:4]([NH:11][CH2:12][CH2:13][OH:14])[N:3]=1.[C:15]1([N:21]2[CH2:26][CH2:25][NH:24][CH2:23][CH2:22]2)[CH:20]=[CH:19][CH:18]=[CH:17][CH:16]=1.C(N(C(C)C)C(C)C)C>O1CCOCC1>[Cl:10][C:6]1[C:7]([C:8]#[N:9])=[C:2]([N:24]2[CH2:25][CH2:26][N:21]([C:15]3[CH:20]=[CH:19][CH:18]=[CH:17][CH:16]=3)[CH2:22][CH2:23]2)[N:3]=[C:4]([NH:11][CH2:12][CH2:13][OH:14])[N:5]=1. Reported procedure: In analogy to the procedure described in example 20b, 4,6-dichloro-2-(2-hydroxy-ethylamino)-pyrimidine-5-carbonitrile (example 41a) was treated with 1-phenyl-piperazine in dioxane in the presence of N-ethyl-diisopropylamine at room temperature to yield 4-chloro-2-(2-hydroxy-ethylamino)-6-(4-phenyl-piperazin-1-yl)-pyrimidine-5-carbonitrile as an amorphous, white solid; MS: [M+H]+=359. Starting materials: CC(C)(C)OC(=O)N1CCN(c2ccc3ccn(CCO)c(=O)c3c2)CC1, ClCCl, O=C(O)C(F)(F)F. The product is O=c1c2cc(N3CCNCC3)ccc2ccn1CCO. As a reaction SMILES: [C:1]([O:2][C:3](=[O:4])[N:8]1[CH2:9][CH2:10][N:11]([c:14]2[cH:15][cH:16][c:17]3[cH:18][cH:19][n:20]([CH2:25][CH2:26][OH:27])[c:21](=[O:24])[c:22]3[cH:23]2)[CH2:12][CH2:13]1)([CH3:5])([CH3:6])[CH3:7].[CH2:28]([Cl:29])[Cl:30].[OH:31][C:32]([C:33]([F:34])([F:35])[F:36])=[O:37]>>[NH:8]1[CH2:9][CH2:10][N:11]([c:14]2[cH:15][cH:16][c:17]3[cH:18][cH:19][n:20]([CH2:25][CH2:26][OH:27])[c:21](=[O:24])[c:22]3[cH:23]2)[CH2:12][CH2:13]1. The reactants are CC1=CC=C(C=C1)S(=O)(=O)O.N1=CC=CC=C1 (pyridine 4-methylbenzenesulfonate), FC1=CC=C(C=C1)N1N=CC=2C[C@]3(C(=CC12)CC[C@H]1[C@H]2[C@](C[C@@H]([C@@H]13)O)([C@@](CC2)(O)C(CO)=O)C)C (1-[(1R,3aS,3bS,10aR,10bS,11S,12aS)-7-(4-fluorophenyl)-1,11-dihydroxy-10a,12a-dimethyl-1,2,3,3a,3b,4,5,7,10,10a,10b,11,12,12a-tetradecahydrocyclopenta[5,6]naphtho[1,2-f]indazol-1-yl]-2-hydroxyethanone), O.CC1=CC=C(C=C1)S(=O)(=O)O (4-methyl benzenesulfonic acid hydrate), COC(C)(OC)OC (1,1,1-trimethoxyethane), C(=O)(O)[O-].[Na+] (NaHCO3). The solvent is C(Cl)Cl (DCM), O (water), CCOC(=O)C (EtOAc). Reaction conditions: time 4 hour. The product is C(C)(=O)O[C@@]1(CC[C@H]2[C@@H]3CCC=4[C@](CC=5C=NN(C5C4)C4=CC=C(C=C4)F)([C@H]3[C@H](C[C@@]21C)O)C)C(CO)=O ((1R,3aS,3bS,10aR,10bS,11S,12aS)-7-(4-Fluorophenyl)-11-hydroxy-1-(hydroxyacetyl)-10a,12a-dimethyl-1,2,3,3a,3b,4,5,7,10,10a,10b,11,12,12a-tetradecahydrocyclopenta[5,6]naphtho[1,2-f]indazol-1-yl acetate). The yield is 16.2%. RXN SMILES: CC1C=CC(S(O)(=O)=O)=CC=1.N1C=CC=CC=1.C[O:19][C:20](OC)(OC)[CH3:21].[F:26][C:27]1[CH:32]=[CH:31][C:30]([N:33]2[C:41]3[CH:40]=[C:39]4[CH2:42][CH2:43][C@@H:44]5[C@@H:49]([C@@:38]4([CH3:60])[CH2:37][C:36]=3[CH:35]=[N:34]2)[C@@H:48]([OH:50])[CH2:47][C@:46]2([CH3:59])[C@:51]([C:55](=[O:58])[CH2:56][OH:57])([OH:54])[CH2:52][CH2:53][C@@H:45]52)=[CH:29][CH:28]=1.O.CC1C=CC(S(O)(=O)=O)=CC=1.C([O-])(O)=O.[Na+]>C(Cl)Cl.O.CCOC(C)=O>[C:20]([O:54][C@@:51]1([C:55](=[O:58])[CH2:56][OH:57])[C@:46]2([CH3:59])[C@H:45]([C@H:44]3[C@H:49]([C@@H:48]([OH:50])[CH2:47]2)[C@@:38]2([CH3:60])[CH2:37][C:36]4[CH:35]=[N:34][N:33]([C:30]5[CH:29]=[CH:28][C:27]([F:26])=[CH:32][CH:31]=5)[C:41]=4[CH:40]=[C:39]2[CH2:42][CH2:43]3)[CH2:53][CH2:52]1)(=[O:19])[CH3:21] |f:0.1,4.5,6.7|. Reported procedure: According to the literature (Chem. Pharm. Bull. 2006, 54(11), 1567-1570) pyridine 4-methylbenzenesulfonate (0.034 g, 0.14 mmol) and 1,1,1-trimethoxyethane (0.136 ml, 1.06 mmol) were added to a solution of 1-[(1R,3aS,3bS,10aR,10bS,11S,12aS)-7-(4-fluorophenyl)-1,11-dihydroxy-10a,12a-dimethyl-1,2,3,3a,3b,4,5,7,10,10a,10b,11,12,12a-tetradecahydrocyclopenta[5,6]naphtho[1,2-f]indazol-1-yl]-2-hydroxyethanone (Steroids 2003 (68) 177-191) (0.34 g, 0.71 mmol) in DCM (15 ml). The mixture was stirred at roo...